Dataset: the Open Reaction Database (ORD), a public repository of structured organic reaction records. Task: describe an organic reaction: reactants, conditions, products, and yield Reactants: CC[Si](CC)(CC)c1oc2c(c1-c1ccccc1)c(=O)ccn2Cc1ccccc1, CCOC(C)=O, CO, [OH-], [OH-], [Pd+2]. The product is CC[Si](CC)(CC)c1oc2[nH]ccc(=O)c2c1-c1ccccc1. Reaction SMILES: [CH2:1]([c:2]1[cH:3][cH:4][cH:5][cH:6][cH:7]1)[n:8]1[c:9]2[c:10]([c:11](=[O:14])[cH:12][cH:13]1)[c:15](-[c:25]1[cH:26][cH:27][cH:28][cH:29][cH:30]1)[c:16]([Si:18]([CH2:19][CH3:20])([CH2:21][CH3:22])[CH2:23][CH3:24])[o:17]2.[CH3:31][CH2:32][O:33][C:34](=[O:35])[CH3:36].[CH3:37][OH:38].[OH-:39].[OH-:40].[Pd+2:41]>>[nH:8]1[c:9]2[c:10]([c:11](=[O:14])[cH:12][cH:13]1)[c:15](-[c:25]1[cH:26][cH:27][cH:28][cH:29][cH:30]1)[c:16]([Si:18]([CH2:19][CH3:20])([CH2:21][CH3:22])[CH2:23][CH3:24])[o:17]2. The reactants are [Li]C(C)(C)C, CN(C)C=O, CC(C)(C)C(=O)Nc1ccc(Cl)cn1, C1CCOC1. The product is CC(C)(C)C(=O)Nc1ncc(Cl)cc1C=O. Reaction SMILES: [C:15]([Li:16])([CH3:17])([CH3:18])[CH3:19].[CH3:20][N:21]([CH:22]=[O:23])[CH3:24].[Cl:1][c:2]1[cH:3][cH:4][c:5]([NH:8][C:9]([C:10]([CH3:11])([CH3:12])[CH3:13])=[O:14])[n:6][cH:7]1.[O:25]1[CH2:26][CH2:27][CH2:28][CH2:29]1>>[Cl:1][c:2]1[cH:3][c:4]([CH:22]=[O:23])[c:5]([NH:8][C:9]([C:10]([CH3:11])([CH3:12])[CH3:13])=[O:14])[n:6][cH:7]1. The reactants are CO, CCOC(C)=O, Cl, CCOC(=O)C(C)Cc1ccc(NC(=O)c2cc(F)cc3c2OC(C)(C)C3)cc1, [Li+], C1CCOC1, [OH-], O. The product is CC(Cc1ccc(NC(=O)c2cc(F)cc3c2OC(C)(C)C3)cc1)C(=O)O. As a reaction SMILES: [CH3:30][OH:31].[CH3:40][CH2:41][O:42][C:43]([CH3:44])=[O:45].[ClH:34].[F:1][c:2]1[cH:3][c:4]([C:13](=[O:14])[NH:15][c:16]2[cH:17][cH:18][c:19]([CH2:22][CH:23]([C:24](=[O:25])[O:26][CH2:27][CH3:28])[CH3:29])[cH:20][cH:21]2)[c:5]2[c:6]([cH:12]1)[CH2:7][C:8]([CH3:10])([CH3:11])[O:9]2.[Li+:32].[O:35]1[CH2:36][CH2:37][CH2:38][CH2:39]1.[OH-:33].[OH2:46]>>[F:1][c:2]1[cH:3][c:4]([C:13](=[O:14])[NH:15][c:16]2[cH:17][cH:18][c:19]([CH2:22][CH:23]([C:24](=[O:25])[OH:26])[CH3:29])[cH:20][cH:21]2)[c:5]2[c:6]([cH:12]1)[CH2:7][C:8]([CH3:10])([CH3:11])[O:9]2. Reaction SMILES: C(NC1C=CC(C2C=C3C(CN([C@@H](C(C)C)C(O)=O)C3=O)=CC=2)=CC=1)(=O)C1C=CC=CC=1.[F:33][C:34]1[C:66]([C:67]([F:70])([F:69])[F:68])=[CH:65][CH:64]=[CH:63][C:35]=1[C:36]([NH:38][C:39]1[CH:44]=[CH:43][C:42]([C:45]2[CH:53]=[C:52]3[C:48]([CH2:49][N:50]([C@@H:55]([CH:60]([CH3:62])[CH3:61])[C:56]([O:58]C)=[O:57])[C:51]3=[O:54])=[CH:47][CH:46]=2)=[CH:41][CH:40]=1)=[O:37]>>[F:33][C:34]1[C:66]([C:67]([F:70])([F:68])[F:69])=[CH:65][CH:64]=[CH:63][C:35]=1[C:36]([NH:38][C:39]1[CH:44]=[CH:43][C:42]([C:45]2[CH:53]=[C:52]3[C:48]([CH2:49][N:50]([C@@H:55]([CH:60]([CH3:62])[CH3:61])[C:56]([OH:58])=[O:57])[C:51]3=[O:54])=[CH:47][CH:46]=2)=[CH:41][CH:40]=1)=[O:37]. Procedure details: The compound of example 194 was prepared analogous to compound of example 98 by hydrolysis of compound of example 193. Yield: 69.0%. Product: FC1=C(C(=O)NC2=CC=C(C=C2)C2=CC=C3CN(C(C3=C2)=O)[C@H](C(=O)O)C(C)C)C=CC=C1C(F)(F)F ((S)-2-(6-(4-(2-Fluoro-3-(trifluoromethyl)benzamido)phenyl)-1-oxoisoindolin-2-yl)-3-methylbutanoic acid). The reactants are C(C1=CC=CC=C1)(=O)NC1=CC=C(C=C1)C1=CC=C2CN(C(C2=C1)=O)[C@H](C(=O)O)C(C)C ((S)-2-(6-(4-Benzamidophenyl)-1-oxoisoindolin-2-yl)-3-methylbutanoic acid), FC1=C(C(=O)NC2=CC=C(C=C2)C2=CC=C3CN(C(C3=C2)=O)[C@H](C(=O)OC)C(C)C)C=CC=C1C(F)(F)F ((S)-Methyl 2-(6-(4-(2-fluoro-3-(trifluoromethyl)benzamido)phenyl)-1-oxoisoindolin-2-yl)-3-methylbutanoate). Starting materials: C, CC(N1CCN(c2ccc(-n3cnnn3)cc2)C1=O)C(O)(C[NH+]1CN(COC(=O)OCCCC(=O)OCc2ccccc2)C=N1)c1ccc(F)cc1F, CO, [Cl-], Cl, [Pd]. The product is [Cl-], CC(N1CCN(c2ccc(-n3cnnn3)cc2)C1=O)C(O)(C[NH+]1CN(COC(=O)OCCCC(=O)O)C=N1)c1ccc(F)cc1F. RXN SMILES: [C:58].[CH2:2]([c:3]1[cH:4][cH:5][cH:6][cH:7][cH:8]1)[O:9][C:10](=[O:11])[CH2:12][CH2:13][CH2:14][O:15][C:16](=[O:17])[O:18][CH2:19][N:20]1[CH:21]=[N:22][NH+:23]([CH2:25][C:26]([CH:27]([CH3:28])[N:29]2[C:30](=[O:45])[N:31]([c:34]3[cH:35][cH:36][c:37](-[n:40]4[n:41][n:42][n:43][cH:44]4)[cH:38][cH:39]3)[CH2:32][CH2:33]2)([OH:46])[c:47]2[c:48]([F:54])[cH:49][c:50]([F:53])[cH:51][cH:52]2)[CH2:24]1.[CH3:56][OH:57].[Cl-:1].[ClH:55].[Pd:59]>>[Cl-:1].[O:9]=[C:10]([OH:11])[CH2:12][CH2:13][CH2:14][O:15][C:16](=[O:17])[O:18][CH2:19][N:20]1[CH:21]=[N:22][NH+:23]([CH2:25][C:26]([CH:27]([CH3:28])[N:29]2[C:30](=[O:45])[N:31]([c:34]3[cH:35][cH:36][c:37](-[n:40]4[n:41][n:42][n:43][cH:44]4)[cH:38][cH:39]3)[CH2:32][CH2:33]2)([OH:46])[c:47]2[c:48]([F:54])[cH:49][c:50]([F:53])[cH:51][cH:52]2)[CH2:24]1. Starting materials: O (H2O), C(C)(=O)OC1=CC(=CC=2CC[C@H]3[C@@H]4CCC([C@@]4(C)CC[C@@H]3C12)=O)OC (1-acetoxy-3-methoxyestra-1,3,5(10)-trien-17-one), Cl (HCl). Solvent: [OH-].[K+] (potassium hydroxide). Yields the product OC1=CC(=CC=2CC[C@H]3[C@@H]4CCC([C@@]4(C)CC[C@@H]3C12)=O)OC (1-hydroxy-3-methoxyestra-1,3,5(10)-trien-17-one). RXN SMILES: C([O:4][C:5]1[C:22]2[C@@H:21]3[C@H:12]([C@H:13]4[C@@:17]([CH2:19][CH2:20]3)([CH3:18])[C:16](=[O:23])[CH2:15][CH2:14]4)[CH2:11][CH2:10][C:9]=2[CH:8]=[C:7]([O:24][CH3:25])[CH:6]=1)(=O)C.O.Cl>[OH-].[K+]>[OH:4][C:5]1[C:22]2[C@@H:21]3[C@H:12]([C@H:13]4[C@@:17]([CH2:19][CH2:20]3)([CH3:18])[C:16](=[O:23])[CH2:15][CH2:14]4)[CH2:11][CH2:10][C:9]=2[CH:8]=[C:7]([O:24][CH3:25])[CH:6]=1 |f:3.4|. Procedure details: A solution of 1-acetoxy-3-methoxyestra-1,3,5(10)-trien-17-one (7.0 g, 20.5 mM) in 150 ml of 5% anhydrous methanolic potassium hydroxide is stirred at room temperature for 1 hr. The resulting dark purple solution is added to 700 ml of cold H2O and acidified with 10% HCl to give a white solid which is filtered and recrystallized from acetone-H2O to give 1-hydroxy-3-methoxyestra-1,3,5(10)-trien-17-one, yield 5.4 g (88%), m.p. 220°-222°. Further recrystallization from ethyl acetate gives a product w...